describe an organic reaction: reactants, conditions, products, and yield From a dataset of the Open Reaction Database (ORD), a public repository of structured organic reaction records. Reaction SMILES: [C:39]([O:40][CH2:41][CH3:42])(=[O:43])[CH3:44].[CH2:1]([C:2]#[C:3][CH3:4])[n:5]1[c:6]([N:26]2[CH2:27][CH2:28][N:29]([C:32]([O:33][C:34]([CH3:35])([CH3:36])[CH3:37])=[O:38])[CH2:30][CH2:31]2)[n:7][c:8]2[n:9][c:10]([O:16][c:17]3[c:18]([C:23]([NH2:24])=[O:25])[cH:19][cH:20][cH:21][cH:22]3)[n:11]([CH3:15])[c:12](=[O:14])[c:13]12.[CH3:46][OH:47].[ClH:45]>>[CH2:1]([C:2]#[C:3][CH3:4])[n:5]1[c:6]([N:26]2[CH2:27][CH2:28][NH:29][CH2:30][CH2:31]2)[n:7][c:8]2[n:9][c:10]([O:16][c:17]3[c:18]([C:23]([NH2:24])=[O:25])[cH:19][cH:20][cH:21][cH:22]3)[n:11]([CH3:15])[c:12](=[O:14])[c:13]12.[ClH:45]. Reactants: CCOC(C)=O, CC#CCn1c(N2CCN(C(=O)OC(C)(C)C)CC2)nc2nc(Oc3ccccc3C(N)=O)n(C)c(=O)c21, CO, Cl. The product is CC#CCn1c(N2CCNCC2)nc2nc(Oc3ccccc3C(N)=O)n(C)c(=O)c21, Cl.